describe an organic reaction: reactants, conditions, products, and yield From a dataset of the Open Reaction Database (ORD), a public repository of structured organic reaction records. The reactants are CC1=C(N)C(=CC=C1)C (2,6-dimethylaniline), [H][H] (hydrogen), COCCO (2-methoxyethanol). Reagents/catalysts: catalyst. Reaction conditions: temperature 275 celsius. Yields the product CC1=C(NCCOC)C(=CC=C1)C (2,6-dimethyl-N-(2'-methoxyethyl)-aniline). As a reaction SMILES: [CH3:1][C:2]1[CH:8]=[CH:7][CH:6]=[C:5]([CH3:9])[C:3]=1[NH2:4].[H][H].[CH3:12][O:13][CH2:14][CH2:15]O>>[CH3:1][C:2]1[CH:8]=[CH:7][CH:6]=[C:5]([CH3:9])[C:3]=1[NH:4][CH2:15][CH2:14][O:13][CH3:12]. Reported procedure: In a quartz tube 30 cm in length and 0.5 cm in diameter, which is arranged vertically and surrounded by a heating jacket, 2 ml of this catalyst are activated at 130° C., in the manner described in Example 2, and then heated to 275° C. under hydrogen. At 275° C., 1.21 g of 2,6-dimethylaniline, 1.52 g of 2-methoxyethanol and 0.67 N1 of hydrogen are then passed, per hour, under normal pressure, through the reactor from top to bottom. The mixture which issues from the reactor is condensed and worked... Reactants: C(C)(=O)N(C(=O)OCOC(CC)=O)C[C@H]1CN(C(O1)=O)C1=CC(=C(C=C1)C1CCS(CC1)(=O)=O)F ((R)-propionic acid (acetyl-{3-[4-(1,1-dioxo-hexahydro-1λ6-thiopyran-4-yl)-3-fluoro-phenyl]-2-oxo-oxazolidin-5-ylmethyl}-carbamoyloxy)-methyl ester). Solvent: ClCCl (dichloromethane), C(OCOC(C1=CC=CC=C1)=O)(=O)Cl (benzoyloxymethyl carbonochloridate). The product is O=S1(CCC(CC1)C1=C(C=C(C=C1)N1C(O[C@H](C1)CNC(=O)OCOC(C1=CC=CC=C1)=O)=O)F)=O ((S)-benzoic acid 3-[4-(1,1-dioxo-hexahydro-1λ6-thiopyran-4-yl)-3-fluoro-phenyl]-2-oxo-oxazolidin-5-ylmethylcarbamoyloxymethyl ester). The yield is 98.0%. RXN SMILES: C([N:4]([CH2:14][C@@H:15]1[O:19][C:18](=[O:20])[N:17]([C:21]2[CH:26]=[CH:25][C:24]([CH:27]3[CH2:32][CH2:31][S:30](=[O:34])(=[O:33])[CH2:29][CH2:28]3)=[C:23]([F:35])[CH:22]=2)[CH2:16]1)[C:5]([O:7][CH2:8][O:9][C:10](=[O:13])[CH2:11][CH3:12])=[O:6])(=O)C>ClCCl.C(Cl)(=O)OCOC(=O)C1C=CC=CC=1>[O:33]=[S:30]1(=[O:34])[CH2:31][CH2:32][CH:27]([C:24]2[CH:25]=[CH:26][C:21]([N:17]3[CH2:16][C@H:15]([CH2:14][NH:4][C:5]([O:7][CH2:8][O:9][C:10](=[O:13])[C:11]4[CH:12]=[CH:23][CH:22]=[CH:21][CH:26]=4)=[O:6])[O:19][C:18]3=[O:20])=[CH:22][C:23]=2[F:35])[CH2:28][CH2:29]1. Procedure: Following general procedure C, (S)-5-aminomethyl-3-[4-(1,1-dioxo-hexahydro-1λ6-thiopyran-4-yl)-3-fluoro-phenyl]-oxazolidin-2-one (2) (500.0 mg, 1.5 mmol) in dichloromethane (14 mL) and benzoyloxymethyl carbonochloridate (7k) gave the titled product in 98% yield (744.5 mg, 1.43 mmol). 1H NMR (400 MHz, CDCl3): δ 8.05 (d, 2H), 7.60 (t, 1H), 7.46 (q, 3H), 7.20 (t, 1H), 7.13 (dd, 1H), 5.98 (q, 2H), 5.36 (t, 1H), 4.77-4.83 (m, 1H), 4.05 (t, 1H), 3.80 (dd, 1H), 3.68 (ddd, 1H), 3.57 (dt, 1H), 3.12-3.19 ... The reactants are [Br-], C1CCOC1, C=C[Mg+], CS(=O)(=O)c1nc(Cl)cc(NCCc2ccc(Cl)cc2Cl)n1, O. The product is C=Cc1nc(Cl)cc(NCCc2ccc(Cl)cc2Cl)n1. Reaction SMILES: [Br-:23].[CH2:28]1[O:29][CH2:30][CH2:31][CH2:32]1.[CH:24](=[CH2:25])[Mg+:26].[Cl:1][c:2]1[cH:3][c:4]([NH:12][CH2:13][CH2:14][c:15]2[c:16]([Cl:22])[cH:17][c:18]([Cl:21])[cH:19][cH:20]2)[n:5][c:6]([S:8]([CH3:9])(=[O:10])=[O:11])[n:7]1.[OH2:27]>>[Cl:1][c:2]1[cH:3][c:4]([NH:12][CH2:13][CH2:14][c:15]2[c:16]([Cl:22])[cH:17][c:18]([Cl:21])[cH:19][cH:20]2)[n:5][c:6]([CH:24]=[CH2:25])[n:7]1. The reactants are [O-]C#N.[K+] (Potassium cyanate), Cl.COC(C=1C(C(=O)OC)=C(C=CC1)CN)=O (3-aminomethyl-phthalic acid dimethyl ester hydrochloride). Solvent: O (water). Conditions: time 2 hour. Yields the product COC(C=1C(C(=O)OC)=C(C=CC1)CNC(=O)N)=O (3-ureidomethyl-phthalic acid dimethyl ester). The yield is 68.3%. RXN SMILES: [O-:1][C:2]#[N:3].[K+].Cl.[CH3:6][O:7][C:8](=[O:21])[C:9]1[C:10](=[C:15]([CH2:19][NH2:20])[CH:16]=[CH:17][CH:18]=1)[C:11]([O:13][CH3:14])=[O:12]>O>[CH3:6][O:7][C:8](=[O:21])[C:9]1[C:10](=[C:15]([CH2:19][NH:20][C:2]([NH2:3])=[O:1])[CH:16]=[CH:17][CH:18]=1)[C:11]([O:13][CH3:14])=[O:12] |f:0.1,2.3|. Procedure details: Potassium cyanate (1.9 g, 22.93 mmol) was added portionwise over 2 hours to a stirred solution of 3-aminomethyl-phthalic acid dimethyl ester hydrochloride (2.0 g, 7.7 mmol) in water (60 mL). After stirred for another 2 hours, the mixture was acidified to pH 4. The mixture was filtered to give 3-ureidomethyl-phthalic acid dimethyl ester (1.4 g, 70%): 1H NMR (DMSO-d6) δ 3.82 (s, 6H), 4.19 d, J=6.0 Hz, 2H), 5.63 (s, 2H), 6.38 (t, J=5.8 Hz, 1H), 7.54-7.62 (m, 2H), 7.78-7.81 (dd, J=2.2 and 6.4 Hz, 1H... RXN SMILES: [Br:9][CH2:10][CH2:11][CH2:12][Cl:13].[F:1][c:2]1[c:3]([OH:8])[cH:4][cH:5][cH:6][cH:7]1>>[F:1][c:2]1[c:3]([O:8][CH2:10][CH2:11][CH2:12][Cl:13])[cH:4][cH:5][cH:6][cH:7]1. Starting materials: ClCCCBr, Oc1ccccc1F. Product: Fc1ccccc1OCCCCl. The reactants are O1CCOC2=C1C=CC(=C2)N (1,4-benzodioxan-6-amine), ClC1=NC=CC(=N1)N1C[C@H](CCC1)C(=O)NCC1=CC=C(C=C1)C ((S)-1-(2-Chloropyrimidin-4-Yl)-N-(4-Methylbenzyl)Piperidine-3-Carboxamide). Solvent: CS(=O)C (DMSO). Reaction conditions: temperature 90 celsius. Product: O1C2=C(OCC1)C=C(C=C2)NC2=NC=CC(=N2)N2C[C@H](CCC2)C(=O)NCC2=CC=C(C=C2)C ((S)-1-(2-(2,3-Dihydrobenzo[B][1,4]Dioxin-6-Ylamino)Pyrimidin-4-Yl)-N-(4-Methylbenzyl)Piperidine-3-Carboxamide). The yield is 18.0%. As a reaction SMILES: [O:1]1[C:6]2[CH:7]=[CH:8][C:9]([NH2:11])=[CH:10][C:5]=2[O:4][CH2:3][CH2:2]1.Cl[C:13]1[N:18]=[C:17]([N:19]2[CH2:24][CH2:23][CH2:22][C@H:21]([C:25]([NH:27][CH2:28][C:29]3[CH:34]=[CH:33][C:32]([CH3:35])=[CH:31][CH:30]=3)=[O:26])[CH2:20]2)[CH:16]=[CH:15][N:14]=1>CS(C)=O>[O:1]1[CH2:2][CH2:3][O:4][C:5]2[CH:10]=[C:9]([NH:11][C:13]3[N:18]=[C:17]([N:19]4[CH2:24][CH2:23][CH2:22][C@H:21]([C:25]([NH:27][CH2:28][C:29]5[CH:30]=[CH:31][C:32]([CH3:35])=[CH:33][CH:34]=5)=[O:26])[CH2:20]4)[CH:16]=[CH:15][N:14]=3)[CH:8]=[CH:7][C:6]1=2. Procedure details: A mixture of 1,4-benzodioxan-6-amine (Sigma-Aldrich, 65.8 mg, 0.435 mmol) and (S)-1-(2-chloropyrimidin-4-yl)-N-(4-methylbenzylipiperidine-3-carboxamide (M5, 100 mg, 0.290 mmol) in DMSO (0.6 mL) was heated at 90° C. for 16 hours. The mixture was then cooled to room temperature, filtered and was purified with reversed-phase HPLC (Phenomenex Gemini-NX 10 μL 110 Å, AXIA packed column, 100×50 mm, 60 mL/min, 10-95% ACN/H2O, 0.1% TFA, 10 min gradient). After concentration of the fractions by vacuum dis... Starting materials: C1=CC=CC=2C3C4=CC=CC=C4C(C12)(C3)CN3CCC(CC3)NC(CBr)=O (N-(1-[9,10-dihydro-9,10-methanoanthracen-9-ylmethyl]-4-piperidyl)-2-bromoacetamide), C(C)(C)O (isopropanol). The product is C1=CC=CC=2C3C4=CC=CC=C4C(C12)(C3)CN3CCC(CC3)NC(COC(C)C)=O (N-(1-[9,10-Dihydro-9,10-methanoanthracen-9-ylmethyl]-4-piperidyl)-2-isopropoxyacetamide), solid. Isolated yield 39.0%. Reaction SMILES: [CH:1]1[C:14]2[C:13]3([CH2:16][N:17]4[CH2:22][CH2:21][CH:20]([NH:23][C:24](=[O:27])[CH2:25]Br)[CH2:19][CH2:18]4)[CH2:15][CH:6]([C:7]4[C:12]3=[CH:11][CH:10]=[CH:9][CH:8]=4)[C:5]=2[CH:4]=[CH:3][CH:2]=1.[CH:28]([OH:31])([CH3:30])[CH3:29]>>[CH:1]1[C:14]2[C:13]3([CH2:16][N:17]4[CH2:22][CH2:21][CH:20]([NH:23][C:24](=[O:27])[CH2:25][O:31][CH:28]([CH3:30])[CH3:29])[CH2:19][CH2:18]4)[CH2:15][CH:6]([C:7]4[C:12]3=[CH:11][CH:10]=[CH:9][CH:8]=4)[C:5]=2[CH:4]=[CH:3][CH:2]=1. Reported procedure: Using a procedure similar to that described in Example 21 except starting with N-(1-[9,10-dihydro-9,10-methanoanthracen-9-ylmethyl]-4-piperidyl)-2-bromoacetamide and isopropanol, the title compound was obtained as a white solid (39%), mp 134.5°-5.5° C.; MS(CI): 405 (M+H); NMR (300 MHz,DMSO-d6): 1.10(d, 6H, J=6.0 Hz), 1.52-1.61(br m, 4H), 2.28(br m, 2H), 2.46(s, 2H), 2.95(br m, 2H), 3.35(s, 2H), 3.58(septet, 1H, J=5.7 Hz), 3.65(br s, 1H), 3.78(s, 2H), 4.31(s, 1H), 6.92(br m, 4H), 7.19(d, 2H, J=7....